Dataset: the Open Reaction Database (ORD), a public repository of structured organic reaction records. Task: describe an organic reaction: reactants, conditions, products, and yield Starting materials: C(C1=CC=CC=C1)S(=O)(=O)N[C@H]([C@H](C)CC)C(=O)O (N-(benzylsulfonyl)-D-isoleucine), Cl.COC([C@@H](N)CCSC)=O (L-methionine methyl ester hydrochloride), C=1C=CC2=C(C1)N=NN2O (HOBt), CCN=C=NCCCN(C)C.Cl (EDC HCl), CN1CCOCC1 (N-methylmorpholine). Solvent: ClCCl (dichloromethane), O (water). Conditions: time 12 hour. Yields the product COC([C@@H](NC([C@H](NS(=O)(=O)CC1=CC=CC=C1)[C@H](C)CC)=O)CCSC)=O (N-(benzylsulfonyl)-D-isoleucyl-L-methionine methyl ester). Isolated yield 67.1%. As a reaction SMILES: [CH2:1]([S:8]([NH:11][C@@H:12]([C:17]([OH:19])=O)[C@@H:13]([CH2:15][CH3:16])[CH3:14])(=[O:10])=[O:9])[C:2]1[CH:7]=[CH:6][CH:5]=[CH:4][CH:3]=1.Cl.[CH3:21][O:22][C:23](=[O:30])[C@H:24]([CH2:26][CH2:27][S:28][CH3:29])[NH2:25].C1C=CC2N(O)N=NC=2C=1.CCN=C=NCCCN(C)C.Cl.CN1CCOCC1>ClCCl.O>[CH3:21][O:22][C:23](=[O:30])[C@H:24]([CH2:26][CH2:27][S:28][CH3:29])[NH:25][C:17](=[O:19])[C@@H:12]([C@@H:13]([CH2:15][CH3:16])[CH3:14])[NH:11][S:8]([CH2:1][C:2]1[CH:3]=[CH:4][CH:5]=[CH:6][CH:7]=1)(=[O:9])=[O:10] |f:1.2,4.5|. Reported procedure: To a solution of N-(benzylsulfonyl)-D-isoleucine (6.3 g, 22.2 mmol) and L-methionine methyl ester hydrochloride (6.7 g, 33.3 mmol) in dichloromethane (100 ml), HOBt (4.1 g, 26.6 mmol), EDC HCl (5.1 g, 1.2 mmol) and N-methylmorpholine (3.4 g, 33.3 mmol) were added and stirred at room temperature under a nitrogen stream. After 12 hours, water was added to the reaction mixture, which was then extracted with ethyl acetate. The ethyl acetate layer was washed sequentially with 10% aqueous citric acid,... Reactants: COC1=C(C=C(C=O)C=C1)OCCC1=CC=CC=C1 (4-Methoxy-3-(2-phenylethoxy)benzaldehyde), C(CC(=O)OC)(=O)OC (dimethyl malonate), N1CCNCC1 (piperazine), C(C)(=O)O (acetic acid). Run in C1=CC=CC=C1 (benzene). Yields the product COC1=C(C=C(C=C1)C=C(C(=O)OC)C(=O)OC)OCCC1=CC=CC=C1 (methyl 3-[4-methoxy-3-(2-phenylethoxy)phenyl]-2-methoxycarbonylacrylate). The yield is 90.6%. Reaction SMILES: [CH3:1][O:2][C:3]1[CH:10]=[CH:9][C:6]([CH:7]=O)=[CH:5][C:4]=1[O:11][CH2:12][CH2:13][C:14]1[CH:19]=[CH:18][CH:17]=[CH:16][CH:15]=1.[C:20]([O:27][CH3:28])(=[O:26])[CH2:21][C:22]([O:24][CH3:25])=[O:23].N1CCNCC1.C(O)(=O)C>C1C=CC=CC=1>[CH3:1][O:2][C:3]1[CH:10]=[CH:9][C:6]([CH:7]=[C:21]([C:20]([O:27][CH3:28])=[O:26])[C:22]([O:24][CH3:25])=[O:23])=[CH:5][C:4]=1[O:11][CH2:12][CH2:13][C:14]1[CH:19]=[CH:18][CH:17]=[CH:16][CH:15]=1. Reported procedure: 4-Methoxy-3-(2-phenylethoxy)benzaldehyde (51.26 g), dimethyl malonate (26.43 g), piperazine (1.70 g) and acetic acid (1.20 g) were refluxed by heating in 300 ml of benzene under azeotropic dehydration conditions for 8 hours. After the reaction solution was cooled to room temperature, it was washed with water, 1 N hydrochloric acid, a saturated aqueous solution of sodium hydrogencarbonate and a saturated aqueous solution of NaCl in consecutive order and dried over anhydrous magnesium sulfate. The... The reactants are C1CCOC1, OCc1cc2c(cn1)OCCO2. Yields the product O=Cc1cc2c(cn1)OCCO2. As a reaction SMILES: [O:13]1[CH2:14][CH2:15][CH2:16][CH2:17]1.[O:1]1[CH2:2][CH2:3][O:4][c:5]2[cH:6][n:7][c:8]([CH2:11][OH:12])[cH:9][c:10]21>>[O:1]1[CH2:2][CH2:3][O:4][c:5]2[cH:6][n:7][c:8]([CH:11]=[O:12])[cH:9][c:10]21.